From a dataset of the Open Reaction Database (ORD), a public repository of structured organic reaction records. describe an organic reaction: reactants, conditions, products, and yield Reactants: N1C=NC=C1 (imidazole), ClC=1N=C(C2=C(N1)SC(=C2)C(F)(F)F)NCC2=CC(=C(C=C2)Cl)Cl (2-chloro-6-trifluoromethyl-4-(3,4-dichlorobenzylamino)-thieno-[2,3-d]-pyrimidine). Product: N1(C=NC=C1)C=1N=C(C2=C(N1)SC(=C2)C(F)(F)F)NCC2=CC(=C(C=C2)Cl)Cl (2-(imidazol-1-yl)-6-trifluoromethyl-4-(3,4-dichlorobenzylamino)-thieno-[2,3-d]-pyrimidine). Reaction SMILES: [NH:1]1[CH:5]=[CH:4][N:3]=[CH:2]1.Cl[C:7]1[N:8]=[C:9]([NH:20][CH2:21][C:22]2[CH:27]=[CH:26][C:25]([Cl:28])=[C:24]([Cl:29])[CH:23]=2)[C:10]2[CH:15]=[C:14]([C:16]([F:19])([F:18])[F:17])[S:13][C:11]=2[N:12]=1>>[N:1]1([C:7]2[N:8]=[C:9]([NH:20][CH2:21][C:22]3[CH:27]=[CH:26][C:25]([Cl:28])=[C:24]([Cl:29])[CH:23]=3)[C:10]3[CH:15]=[C:14]([C:16]([F:18])([F:19])[F:17])[S:13][C:11]=3[N:12]=2)[CH:5]=[CH:4][N:3]=[CH:2]1. Reported procedure: Following the procedure of Example 97, the reaction of imidazole with 2-chloro-6-trifluoromethyl-4-(3,4-dichlorobenzylamino)-thieno-[2,3-d]-pyrimidine gives 2-(imidazol-1-yl)-6-trifluoromethyl-4-(3,4-dichlorobenzylamino)-thieno-[2,3-d]-pyrimidine. Reactants: C1CCC12CC(OCC2)=O (7-oxaspiro[3.5]nonan-6-one), [OH-].[Na+] (sodium hydroxide), [H-].C(C(C)C)[Al+]CC(C)C.O1CCCC1 (diisobutylaluminum hydride tetrahydrofuran), S(=O)(=O)([O-])[O-].[Mg+2] (magnesium sulfate). Solvent: O (water), O (Water), C(C)OCC (diethyl ether). Run at time 1.5 hour. Yields the product C1CCC12CC(OCC2)O (7-Oxaspiro[3.5]nonan-6-ol). Yield: 33.8%. Reaction SMILES: [CH2:1]1[C:4]2([CH2:9][CH2:8][O:7][C:6](=[O:10])[CH2:5]2)[CH2:3][CH2:2]1.[H-].C([Al+]CC(C)C)C(C)C.O1CCCC1.[OH-].[Na+].S([O-])([O-])(=O)=O.[Mg+2]>C(OCC)C.O>[CH2:3]1[C:4]2([CH2:9][CH2:8][O:7][CH:6]([OH:10])[CH2:5]2)[CH2:1][CH2:2]1 |f:1.2.3,4.5,6.7|. Procedure details: To a solution of 7-oxaspiro[3.5]nonan-6-one (0.67 g) in tetrahedrofuran (3 mL) cooled at −78° C. was added 1M diisobutylaluminum hydride/tetrahydrofuran (1.0 mL) dropwise over 5 minutes. The reaction solution was stirred at that temperature for 1.5 hours. Water (40 μL) was added to the reaction solution. After allowing the temperature to rise to room temperature, a 15% aqueous sodium hydroxide solution (40 μL) and water (120 μL) were successively added to the solution. After stirring the solutio... The reactants are C(C)(C)(C)OC(N[C@@H](C)C1=NC2=C(N1CC1=CC=CC=C1)C=C(C=C2)F)=O ([(S)-1-(1-Benzyl-6-fluoro-1H-benzoimidazol-2-yl)ethyl]carbamic acid tert-butyl ester), C(=O)(C(F)(F)F)O (TFA). Solvent: C(Cl)Cl (DCM). Conditions: time 1 hour. Product: N (NH3), C(C1=CC=CC=C1)N1C(=NC2=C1C=C(C=C2)F)[C@H](C)N ((S)-1-(1-Benzyl-6-fluoro-1H-benzoimidazol-2-yl)ethylamine). The yield is 186.4%. As a reaction SMILES: C(OC(=O)[NH:7][C@H:8]([C:10]1[N:14]([CH2:15][C:16]2[CH:21]=[CH:20][CH:19]=[CH:18][CH:17]=2)[C:13]2[CH:22]=[C:23]([F:26])[CH:24]=[CH:25][C:12]=2[N:11]=1)[CH3:9])(C)(C)C.C(O)(C(F)(F)F)=O>C(Cl)Cl>[NH3:7].[CH2:15]([N:14]1[C:13]2[CH:22]=[C:23]([F:26])[CH:24]=[CH:25][C:12]=2[N:11]=[C:10]1[C@@H:8]([NH2:7])[CH3:9])[C:16]1[CH:17]=[CH:18][CH:19]=[CH:20][CH:21]=1. Reported procedure: [(S)-1-(1-Benzyl-6-fluoro-1H-benzoimidazol-2-yl)ethyl]carbamic acid tert-butyl ester (0.88 g, 2.39 mmol) was dissolved in DCM (10 mL) and TFA (4 mL) was added dropwise. The pale green mixture was stirred at RT for 1 h, under an atmosphere of nitrogen. The resultant mixture was concentrated in vacuo and the residue passed down an Isolute® SCX-2 cartridge, eluting with DCM, MeOH and then 2M NH3 in MeOH solution to afford the title compound as a pale red gum (0.60 g, 93%). 1H NMR (CDCl3, 400 MHz): ... Reactants: CC(C)n1cc(C(=O)C(F)(F)F)c2ccc(C(F)(F)F)cc21, [Na+], [OH-]. Product: CC(C)n1cc(C(=O)O)c2ccc(C(F)(F)F)cc21. RXN SMILES: [F:1][C:2]([C:3](=[O:4])[c:5]1[cH:6][n:7]([CH:18]([CH3:19])[CH3:20])[c:8]2[cH:9][c:10]([C:14]([F:15])([F:16])[F:17])[cH:11][cH:12][c:13]12)([F:21])[F:22].[Na+:24].[OH-:23]>>[C:3]([OH:4])([c:5]1[cH:6][n:7]([CH:18]([CH3:19])[CH3:20])[c:8]2[cH:9][c:10]([C:14]([F:15])([F:16])[F:17])[cH:11][cH:12][c:13]12)=[O:23]. Reactants: CC#N, [Co], CCC(N)CCN. Yields the product CCC1CCNC(C)N1. As a reaction SMILES: [CH3:8][C:9]#[N:10].[Co:11].[NH2:1][CH2:2][CH2:3][CH:4]([CH2:5][CH3:6])[NH2:7]>>[NH:1]1[CH2:2][CH2:3][CH:4]([CH2:5][CH3:6])[NH:7][CH:9]1[CH3:8]. Starting materials: C(C)OC(=O)C=1C(C=2C=C3C(=NC2N(C1)OC)C=C(C(=C3)F)N3CCN(CC3)C)=O (3-ethoxycarbonyl-7-fluoro-1-methoxy-8-(4-methyl-1-piperazinyl)-4-oxo-1,4-dihydro-benzo[b][1,8]naphthyridine), CS(=O)(=O)O (methanesulphonic acid). Solvent: C(C)O (ethanol), O (water), [OH-].[K+] (potassium hydroxide), C(C)(C)OC(C)C (diisopropyl ether). The product is FC1=CC=2C(=NC=3N(C=C(C(C3C2)=O)C(=O)O)OC)C=C1N1CCN(CC1)C (7-fluoro-1-methoxy-8-(4-methyl-1-piperazinyl)-4-oxo-1,4-dihydro-benzo[b][1,8]-naphthyridine-3-carboxylic acid). Yield: 32.8%. RXN SMILES: C([O:3][C:4]([C:6]1[C:7](=[O:30])[C:8]2[CH:9]=[C:10]3[CH:21]=[C:20]([F:22])[C:19]([N:23]4[CH2:28][CH2:27][N:26]([CH3:29])[CH2:25][CH2:24]4)=[CH:18][C:11]3=[N:12][C:13]=2[N:14]([O:16][CH3:17])[CH:15]=1)=[O:5])C.CS(O)(=O)=O>C(O)C.O.[OH-].[K+].C(OC(C)C)(C)C>[F:22][C:20]1[C:19]([N:23]2[CH2:24][CH2:25][N:26]([CH3:29])[CH2:27][CH2:28]2)=[CH:18][C:11]2=[N:12][C:13]3[N:14]([O:16][CH3:17])[CH:15]=[C:6]([C:4]([OH:5])=[O:3])[C:7](=[O:30])[C:8]=3[CH:9]=[C:10]2[CH:21]=1 |f:4.5|. Reported procedure: A suspension of 0.98 g of 3-ethoxycarbonyl-7-fluoro-1-methoxy-8-(4-methyl-1-piperazinyl)-4-oxo-1,4-dihydro-benzo[b][1,8]naphthyridine in 15 cm3 of ethanol, 9 cm3 water and 6 cm3 of 2 N aqueous potassium hydroxide solution is stirred at a temperature close to 20° C. for 1 hour 6 cm3 of 2 N methanesulphonic acid are added to the solution obtained and the mixture is extracted with 3 times 10 cm3 of trichloromethane. The combined organic extracts are washed with 3 times 5 cm3 of water, dried over ma...